Dataset: the Open Reaction Database (ORD), a public repository of structured organic reaction records. Task: describe an organic reaction: reactants, conditions, products, and yield The reactants are O=C(NC1COc2ccccc2NC1=O)OCc1ccccc1, CC(C)(C)OC(=O)CCl. The product is CC(C)(C)OC(=O)CN1C(=O)C(NC(=O)OCc2ccccc2)COc2ccccc21. As a reaction SMILES: [CH2:1]([c:2]1[cH:3][cH:4][cH:5][cH:6][cH:7]1)[O:8][C:9](=[O:10])[NH:11][CH:12]1[CH2:13][O:14][c:15]2[c:16]([cH:20][cH:21][cH:22][cH:23]2)[NH:17][C:18]1=[O:19].[Cl:24][CH2:25][C:26](=[O:27])[O:28][C:29]([CH3:30])([CH3:31])[CH3:32]>>[CH2:1]([c:2]1[cH:3][cH:4][cH:5][cH:6][cH:7]1)[O:8][C:9](=[O:10])[NH:11][CH:12]1[CH2:13][O:14][c:15]2[c:16]([cH:20][cH:21][cH:22][cH:23]2)[N:17]([CH2:25][C:26](=[O:27])[O:28][C:29]([CH3:30])([CH3:31])[CH3:32])[C:18]1=[O:19]. The reactants are C(CN)N (ethylene diamine), Cl (hydrochloric acid), CSC1=NC=NC2=CC(=C(C=C12)OC)OCC#N (4-(methylthio)-6-methoxy-7-(cyanomethoxy)quinazoline). Solvent: C(C)O (ethanol), C(C)O (ethanol), ClCCl (dichloromethane). Reaction conditions: temperature 4 celsius, time 20 hour. Product: CSC1=NC=NC2=CC(=C(C=C12)OC)OCC=1NCCN1 (4-(methylthio)-6-methoxy-7-((4,5-dihydro-2-imidazolyl)methoxy)quinazoline). The yield is 16.0%. Reaction SMILES: Cl.[CH3:2][S:3][C:4]1[C:13]2[C:8](=[CH:9][C:10]([O:16][CH2:17][C:18]#[N:19])=[C:11]([O:14][CH3:15])[CH:12]=2)[N:7]=[CH:6][N:5]=1.[CH2:20](N)[CH2:21][NH2:22]>C(O)C.ClCCl>[CH3:2][S:3][C:4]1[C:13]2[C:8](=[CH:9][C:10]([O:16][CH2:17][C:18]3[NH:22][CH2:21][CH2:20][N:19]=3)=[C:11]([O:14][CH3:15])[CH:12]=2)[N:7]=[CH:6][N:5]=1. Procedure: Excess anhydrous hydrochloric acid in ethanol (1 ml) was added to a solution of 4-(methylthio)-6-methoxy-7-(cyanomethoxy)quinazoline (300 mg, 1.15 mmol) in dichloromethane (20 ml) and the reaction was stirred for 20 hours at 4° C. The solvent was evaporated, ethylene diamine (280 mg, 8.15 mmol) in ethanol (10 ml) was added to the residue, and the mixture was refluxed for 2 hours. Solvent evaporation in vacuo and purification by flash chromatography on silica gel, eluting with 5% methanol in dich... Reactants: NC1=NC=C(N=C1)C#N (2-amino-5-cyanopyrazine), C(CN)N (ethylenediamine), pentasulfide, [Cl-].[Na+] (sodium chloride). Solvent: C(Cl)(Cl)Cl (chloroform), O (water). Run at temperature 120 celsius. Product: N1C(=NCC1)C=1N=CC(=NC1)N (5-(4,5-dihydro-1H-imidazol-2-yl)-pyrazin-2-ylamine). Yield: 48.1%. Reaction SMILES: [NH2:1][C:2]1[CH:7]=[N:6][C:5]([C:8]#[N:9])=[CH:4][N:3]=1.[CH2:10](N)[CH2:11][NH2:12].[Cl-].[Na+]>C(Cl)(Cl)Cl.O>[NH:9]1[CH2:10][CH2:11][N:12]=[C:8]1[C:5]1[N:6]=[CH:7][C:2]([NH2:1])=[N:3][CH:4]=1 |f:2.3|. Procedure details: A mixture of 2-amino-5-cyanopyrazine (500.0 mg, 4.163 mmol), ethylenediamine (3.0 mL, 44.88 mmol), and phosphorous pentasulfide (185.1 mg, 0.416 mmol) was placed in a sealed tube and heated at 120° C. for 3 h. At this time, the reaction was poured onto ice. The resulting reaction mixture was diluted with chloroform (50 mL), water (10 mL), and a saturated aqueous sodium chloride solution (20 mL). The layers were separated. The organic layer was washed with a saturated aqueous sodium chloride solu... Starting materials: ClC=1C=C(C=C(C1)Cl)C1(CC(=NS1)C1=CC(=C(C(=O)N)C=C1)C)C(F)(F)F (4-[5-(3,5-dichlorophenyl)-5-(trifluoromethyl)-4H-isothiazol-3-yl]-2-methyl-benzamide), COC(N(C)C)OC (N,N-Dimethylformamide dimethylacetal), Cl.C(C)ON (O-ethylhydroxylamine hydrochloride), [OH-].[Na+] (sodium hydroxide). Run in O (water), C(C)(=O)O (acetic acid). Run at time 10 minute. Yields the product ClC=1C=C(C=C(C1)Cl)C1(CC(=NS1)C1=CC(=C(C(=O)N/C=N/OCC)C=C1)C)C(F)(F)F (4-[5-(3,5-dichlorophenyl)-5-(trifluoromethyl)-4H-isothiazol-3-yl]-N-[(E)-ethoxyiminomethyl]-2-methyl-benzamide). RXN SMILES: [Cl:1][C:2]1[CH:3]=[C:4]([C:9]2([C:24]([F:27])([F:26])[F:25])[S:13][N:12]=[C:11]([C:14]3[CH:22]=[CH:21][C:17]([C:18]([NH2:20])=[O:19])=[C:16]([CH3:23])[CH:15]=3)[CH2:10]2)[CH:5]=[C:6]([Cl:8])[CH:7]=1.[CH3:28]OC(OC)N(C)C.Cl.[CH2:37]([O:39][NH2:40])[CH3:38].[OH-].[Na+]>O.C(O)(=O)C>[Cl:1][C:2]1[CH:3]=[C:4]([C:9]2([C:24]([F:25])([F:27])[F:26])[S:13][N:12]=[C:11]([C:14]3[CH:22]=[CH:21][C:17]([C:18]([NH:20]/[CH:28]=[N:40]/[O:39][CH2:37][CH3:38])=[O:19])=[C:16]([CH3:23])[CH:15]=3)[CH2:10]2)[CH:5]=[C:6]([Cl:8])[CH:7]=1 |f:2.3,4.5|. Reported procedure: A solution of 4-[5-(3,5-dichlorophenyl)-5-(trifluoromethyl)-4H-isothiazol-3-yl]-2-methyl-benzamide (200 mg) and N,N-Dimethylformamide dimethylacetal (4 mL) was refluxed under Argon for one hour then the solution was concentrated in vacuo. The residue was dissolved in 1,4-dioxane (2 mL) and a solution of O-ethylhydroxylamine hydrochloride (2.8 eq.) and sodium hydroxide (6 eq.) in water (1.6 mL) and acetic acid (1.6 mL) was added. The solution was stirred at rt for 10 minutes. It was then quenched... Product: CC(=O)Nc1ccc2c(c1)n(-c1ccccc1)c(=O)cc1nnc(=O)n2-1. Starting materials: CC(=O)OC(C)=O, Nc1ccc2c(c1)n(-c1ccccc1)c(=O)cc1nnc(=O)n2-1, c1ccncc1. As a reaction SMILES: [CH3:24][C:25](=[O:26])[O:27][C:28](=[O:29])[CH3:30].[NH2:1][c:2]1[cH:3][cH:4][c:5]2[c:6]([n:7](-[c:17]3[cH:18][cH:19][cH:20][cH:21][cH:22]3)[c:8](=[O:16])[cH:9][c:10]3[n:14][n:13][c:12](=[O:15])[n:11]2-3)[cH:23]1.[cH:31]1[cH:32][cH:33][n:34][cH:35][cH:36]1>>[NH:1]([c:2]1[cH:3][cH:4][c:5]2[c:6]([n:7](-[c:17]3[cH:18][cH:19][cH:20][cH:21][cH:22]3)[c:8](=[O:16])[cH:9][c:10]3[n:14][n:13][c:12](=[O:15])[n:11]2-3)[cH:23]1)[C:25]([CH3:24])=[O:26]. Reactants: CC1(C(C(C2=C(O1)C=C(C(=C2)N)[N+](=O)[O-])N(CC)CC)O)C (3,4-dihydro-2,2-dimethyl-3-hydroxy-4-diethylamino-6-amino-7-nitro-2H-benzo[b]pyran). Reagents/catalysts: [C].[Pd] (palladium-carbon). Solvent: C(C)O (ethanol). Product: CC1(C(C(C2=C(O1)C=C(C(=C2)N)N)N(CC)CC)O)C (3,4-dihydro-2,2-dimethyl-3-hydroxy-4-diethylamino-6,7-diamino-2H-benzo[b]-pyran). Yield: 82.6%. As a reaction SMILES: [CH3:1][C:2]1([CH3:22])[O:7][C:6]2[CH:8]=[C:9]([N+:13]([O-])=O)[C:10]([NH2:12])=[CH:11][C:5]=2[CH:4]([N:16]([CH2:19][CH3:20])[CH2:17][CH3:18])[CH:3]1[OH:21]>C(O)C.[C].[Pd]>[CH3:22][C:2]1([CH3:1])[O:7][C:6]2[CH:8]=[C:9]([NH2:13])[C:10]([NH2:12])=[CH:11][C:5]=2[CH:4]([N:16]([CH2:19][CH3:20])[CH2:17][CH3:18])[CH:3]1[OH:21] |f:2.3|. Procedure details: 0.20 g (0.65 mmol) of 3,4-dihydro-2,2-dimethyl-3-hydroxy-4-diethylamino-6-amino-7-nitro-2H-benzo[b]pyran were dissolved in 34.9 g of ethanol and hydroge gas blown in in the presence of 0.15 g of 5% palladium-carbon, as a catalyst, for at room temperture for 2.5 hours under one atmospheric pressure while stirring. The reaction liquid was filtered under suction to remove the catalyst therefrom, and the solvent was distilledoff to obtain 0.15 g (yield: 83%) of 3,4-dihydro-2,2-dimethyl-3-hydroxy-4-d... The reactants are C(C)(=O)C=1C=C(C=CC1)C1=CC=C(C=C1)/C(=C/COC1=CC=C(C=C1)C[C@@H](C(=O)OCC)OCC)/C ((E)-(S)-ethyl 3-{4-[3-(3′-acetyl-biphenyl-4-yl)-but-2-enyloxy]-phenyl}-2-ethoxy-propionate), [OH-].[Na+] (sodium hydroxide). Product: C(C)(=O)C=1C=C(C=CC1)C1=CC=C(C=C1)/C(=C/COC1=CC=C(C=C1)C[C@@H](C(=O)O)OCC)/C ((E)-(S)-3-{4-[3-(3′-acetyl-biphenyl-4-yl)-but-2-enyloxy]-phenyl}-2-ethoxy-propionic acid). The yield is 25.0%. RXN SMILES: [C:1]([C:4]1[CH:5]=[C:6]([C:10]2[CH:15]=[CH:14][C:13](/[C:16](/[CH3:36])=[CH:17]/[CH2:18][O:19][C:20]3[CH:25]=[CH:24][C:23]([CH2:26][C@H:27]([O:33][CH2:34][CH3:35])[C:28]([O:30]CC)=[O:29])=[CH:22][CH:21]=3)=[CH:12][CH:11]=2)[CH:7]=[CH:8][CH:9]=1)(=[O:3])[CH3:2].[OH-].[Na+]>>[C:1]([C:4]1[CH:5]=[C:6]([C:10]2[CH:11]=[CH:12][C:13](/[C:16](/[CH3:36])=[CH:17]/[CH2:18][O:19][C:20]3[CH:21]=[CH:22][C:23]([CH2:26][C@H:27]([O:33][CH2:34][CH3:35])[C:28]([OH:30])=[O:29])=[CH:24][CH:25]=3)=[CH:14][CH:15]=2)[CH:7]=[CH:8][CH:9]=1)(=[O:3])[CH3:2] |f:1.2|. Procedure details: The title compound was prepared from (E)-(S)-ethyl 3-{4-[3-(3′-acetyl-biphenyl-4-yl)-but-2-enyloxy]-phenyl}-2-ethoxy-propionate (Example 105) (140 mg, 0.288 mmol) and sodium hydroxide (1M, 0.58 ml, 0.58 mmol) by a procedure analogous to that described in example 51, yielding (E)-(S)-3-{4-[3-(3′-acetyl-biphenyl-4-yl)-but-2-enyloxy]-phenyl}-2-ethoxy-propionic acid (33 mg, 25%) as a yellow coloured solid. Reactants: [H-].[Na+] (NaH), OC=1C=C2CCCC(C2=CC1)=O (6-Hydroxytetralone), CN(C)C=O (DMF), ClC1=NC=CC=N1 (2-chloropyrimidine). Reaction conditions: temperature 100 celsius. The product is N1=C(N=CC=C1)OC1C(C2=CC=CC=C2CC1)=O ((2-pyrimidinyl)oxyl-tetralone). Reaction SMILES: O[C:2]1[CH:3]=[C:4]2[C:9](=[CH:10][CH:11]=1)[C:8](=[O:12])[CH2:7][CH2:6][CH2:5]2.[H-].[Na+].Cl[C:16]1[N:21]=[CH:20][CH:19]=[CH:18][N:17]=1.CN(C=[O:26])C>>[N:17]1[CH:18]=[CH:19][CH:20]=[N:21][C:16]=1[O:26][CH:7]1[CH2:6][CH2:5][C:4]2[C:9](=[CH:10][CH:11]=[CH:2][CH:3]=2)[C:8]1=[O:12] |f:1.2|. Procedure details: 6-Hydroxytetralone (31 mmol) was dissolved in dry DMF (50 mL), chilled in an ice/water bath and blanketed with a stream of nitrogen. NaH (60% in mineral oil, 31 mmol) was added slowly and in portions. Once gas evolution ceased, 2-chloropyrimidine (31 mmol) was added, the ice bath was removed and the solution heated at 100° C. for 1.5 hours. It was then cooled to room temperature and the solvent was removed in vacuo. The residue was treated with water and CH2Cl2 (200 mL each). Evaporation of the ... The reactants are COc1ccc(CN2C(=O)CN(c3ccc(CC(NC(=O)C(Cc4ccccc4)NC(C)=O)C(=O)OCc4ccccc4)cc3)S2(=O)=O)cc1, CCOC(C)=O, CCO. The product is COc1ccc(CN2C(=O)CN(c3ccc(CC(NC(=O)C(Cc4ccccc4)NC(C)=O)C(=O)O)cc3)S2(=O)=O)cc1. As a reaction SMILES: [CH2:1]([c:2]1[cH:3][cH:4][cH:5][cH:6][cH:7]1)[O:8][C:9]([CH:10]([CH2:11][c:12]1[cH:13][cH:14][c:15]([N:18]2[S:19](=[O:33])(=[O:34])[N:20]([CH2:24][c:25]3[cH:26][cH:27][c:28]([O:31][CH3:32])[cH:29][cH:30]3)[C:21](=[O:23])[CH2:22]2)[cH:16][cH:17]1)[NH:35][C:36]([CH:37]([CH2:38][c:39]1[cH:40][cH:41][cH:42][cH:43][cH:44]1)[NH:45][C:46]([CH3:47])=[O:48])=[O:49])=[O:50].[CH3:51][CH2:52][O:53][C:54]([CH3:55])=[O:56].[CH3:57][CH2:58][OH:59]>>[O:8]=[C:9]([CH:10]([CH2:11][c:12]1[cH:13][cH:14][c:15]([N:18]2[S:19](=[O:33])(=[O:34])[N:20]([CH2:24][c:25]3[cH:26][cH:27][c:28]([O:31][CH3:32])[cH:29][cH:30]3)[C:21](=[O:23])[CH2:22]2)[cH:16][cH:17]1)[NH:35][C:36]([CH:37]([CH2:38][c:39]1[cH:40][cH:41][cH:42][cH:43][cH:44]1)[NH:45][C:46]([CH3:47])=[O:48])=[O:49])[OH:50].